From a dataset of the Open Reaction Database (ORD), a public repository of structured organic reaction records. describe an organic reaction: reactants, conditions, products, and yield The reactants are FC(C=1C=C(C=CC1)S)(F)F (m-Trifluoromethylbenzenethiol), [OH-].[Na+] (NaOH), Cl.N1=C(C=CC=C1)CCl (2-picolyl chloride, hydrochloride). The solvent is C(C)O (ethanol), C(C)O (ethanol). Conditions: time 5 hour. Yields the product Cl.FC(C=1C=C(C=CC1)SCC1=NC=CC=C1)(F)F (2-(((3-trifluoromethylphenyl)thio)methyl)pyridine hydrochloride). Yield: 56.0%. Reaction SMILES: [F:1][C:2]([F:11])([F:10])[C:3]1[CH:4]=[C:5]([SH:9])[CH:6]=[CH:7][CH:8]=1.[OH-].[Na+].Cl.[N:15]1[CH:20]=[CH:19][CH:18]=[CH:17][C:16]=1[CH2:21][Cl:22]>C(O)C>[ClH:22].[F:11][C:2]([F:1])([F:10])[C:3]1[CH:4]=[C:5]([S:9][CH2:21][C:16]2[CH:17]=[CH:18][CH:19]=[CH:20][N:15]=2)[CH:6]=[CH:7][CH:8]=1 |f:1.2,3.4,6.7|. Procedure: m-Trifluoromethylbenzenethiol (5 g) was added to a solution of NaOH (2.25 g) in ethanol (50 ml) and the resulting solution was treated with a solution of 2-picolyl chloride, hydrochloride (4.6 g) in ethanol (25 ml) and the mixture was stirred for 5 hours. The resulting suspension was filtered through kieselghur and the solvent was removed by evaporation. The residue was converted into the hydrochloride in ether with ethereal HCl and recrystallised from acetone-ether to give 2-(((3-trifluoromethy... Reactants: Cl.N[C@H](C(=O)OC)CNC(=O)OC(C)(C)C (methyl (S)-2-amino-3-tert-butoxycarbonylaminopropanoate hydrochloride), ClCCN(CC1=CC=C(C=C1)C)CCCl (bis(2-chloroethyl)(4-methylbenzyl)amine), CC1=CC=C(CN2CCN(CC2)C(C(=O)[O-])C)C=C1 (4-(4-methylbenzyl)piperazin-1-ylpropanoate). Product: C(C)(C)(C)OC(=O)NC[C@@H](C(=O)OC)N1CCN(CC1)CC1=CC=C(C=C1)C (Methyl (S)-3-tert-butoxycarbonylamino-2-[4-(4-methylbenzyl)piperazin-1-yl]propanoate). As a reaction SMILES: Cl.[NH2:2][C@@H:3]([CH2:8][NH:9][C:10]([O:12][C:13]([CH3:16])([CH3:15])[CH3:14])=[O:11])[C:4]([O:6][CH3:7])=[O:5].Cl[CH2:18][CH2:19][N:20]([CH2:29][CH2:30]Cl)[CH2:21][C:22]1[CH:27]=[CH:26][C:25]([CH3:28])=[CH:24][CH:23]=1.CC1C=CC(CN2CCN(C(C)C([O-])=O)CC2)=CC=1>>[C:13]([O:12][C:10]([NH:9][CH2:8][C@H:3]([N:2]1[CH2:30][CH2:29][N:20]([CH2:21][C:22]2[CH:23]=[CH:24][C:25]([CH3:28])=[CH:26][CH:27]=2)[CH2:19][CH2:18]1)[C:4]([O:6][CH3:7])=[O:5])=[O:11])([CH3:16])([CH3:15])[CH3:14] |f:0.1|. Reported procedure: In a manner analogous to example 17.4, using 5.1 g (20 mmol) of commercial methyl (S)-2-amino-3-tert-butoxycarbonylaminopropanoate hydrochloride and 4.9 g (20 mmol) of bis(2-chloroethyl)(4-methylbenzyl)amine, 4.1 g (53%) of methyl (S)-3-tert-butoxycarbonylamino-2-(4-(4-methylbenzyl)piperazin-1-ylpropanoate are obtained in the form of an oil. The reactants are COCCBr, CN(C)C=O, [H-], [Na+], O=c1ccc2cnc(Nc3ccccc3)nc2[nH]1. Yields the product COCCn1c(=O)ccc2cnc(Nc3ccccc3)nc21. RXN SMILES: [Br:21][CH2:22][CH2:23][O:24][CH3:25].[CH3:26][N:27]([CH3:28])[CH:29]=[O:30].[H-:2].[Na+:1].[c:3]1([NH:9][c:10]2[n:11][cH:12][c:13]3[c:14]([n:15]2)[nH:16][c:17](=[O:20])[cH:18][cH:19]3)[cH:4][cH:5][cH:6][cH:7][cH:8]1>>[c:3]1([NH:9][c:10]2[n:11][cH:12][c:13]3[c:14]([n:15]2)[n:16]([CH2:22][CH2:23][O:24][CH3:25])[c:17](=[O:20])[cH:18][cH:19]3)[cH:4][cH:5][cH:6][cH:7][cH:8]1. Starting materials: CO, ClCCl, COc1ccc2c(OCc3cncn3C(c3ccccc3)(c3ccccc3)c3ccccc3)nc(C#N)c(-c3cccc(F)c3)c2c1, O=C(O)C(F)(F)F. Product: COc1ccc2c(OCc3cnc[nH]3)nc(C#N)c(-c3cccc(F)c3)c2c1. As a reaction SMILES: [CH3:48][OH:49].[Cl:57][CH2:58][Cl:59].[F:1][c:2]1[cH:3][c:4](-[c:8]2[c:9]([C:46]#[N:47])[n:10][c:11]([O:20][CH2:21][c:22]3[cH:23][n:24][cH:25][n:26]3[C:27]([c:28]3[cH:29][cH:30][cH:31][cH:32][cH:33]3)([c:34]3[cH:35][cH:36][cH:37][cH:38][cH:39]3)[c:40]3[cH:41][cH:42][cH:43][cH:44][cH:45]3)[c:12]3[cH:13][cH:14][c:15]([O:18][CH3:19])[cH:16][c:17]23)[cH:5][cH:6][cH:7]1.[F:50][C:51]([F:52])([F:53])[C:54]([OH:55])=[O:56]>>[F:1][c:2]1[cH:3][c:4](-[c:8]2[c:9]([C:46]#[N:47])[n:10][c:11]([O:20][CH2:21][c:22]3[cH:23][n:24][cH:25][nH:26]3)[c:12]3[cH:13][cH:14][c:15]([O:18][CH3:19])[cH:16][c:17]23)[cH:5][cH:6][cH:7]1. Starting materials: C(O)([O-])=O.[Na+] (sodium hydrogencarbonate), CC1(CC(CC(C1)(C)C)C1=C(C=CC=C1)N1CCNCC1)C (1-[2-(3,3,5,5-tetramethylcyclohexyl)phenyl]piperazine), C1(CCC1)=O (cyclobutanone), C(C)(=O)O[BH-](OC(C)=O)OC(C)=O.[Na+] (sodium triacetoxyborohydride), C(C)(=O)O (acetic acid). The solvent is O1CCCC1 (tetrahydrofuran), C(C)(=O)OCC (ethyl acetate). Conditions: time 30 minute. Product: C1(CCC1)N1CCN(CC1)C1=C(C=CC=C1)C1CC(CC(C1)(C)C)(C)C (1-cyclobutyl-4-[2-(3,3,5,5-tetramethylcyclohexyl)phenyl]piperazine). As a reaction SMILES: [CH3:1][C:2]1([CH3:22])[CH2:7][C:6]([CH3:9])([CH3:8])[CH2:5][CH:4]([C:10]2[CH:15]=[CH:14][CH:13]=[CH:12][C:11]=2[N:16]2[CH2:21][CH2:20][NH:19][CH2:18][CH2:17]2)[CH2:3]1.[C:23]1(=O)[CH2:26][CH2:25][CH2:24]1.C(O[BH-](OC(=O)C)OC(=O)C)(=O)C.[Na+].C(O)(=O)C.C(=O)([O-])O.[Na+]>O1CCCC1.C(OCC)(=O)C>[CH:23]1([N:19]2[CH2:18][CH2:17][N:16]([C:11]3[CH:12]=[CH:13][CH:14]=[CH:15][C:10]=3[CH:4]3[CH2:3][C:2]([CH3:22])([CH3:1])[CH2:7][C:6]([CH3:8])([CH3:9])[CH2:5]3)[CH2:21][CH2:20]2)[CH2:26][CH2:25][CH2:24]1 |f:2.3,5.6|. Procedure: To a solution of 1-[2-(3,3,5,5-tetramethylcyclohexyl)phenyl]piperazine (20 mg, 0.067 mmol) produced in Example (8b) in tetrahydrofuran (1 mL) were added cyclobutanone (7.0 mg, 0.1 mmol), sodium triacetoxyborohydride (28 mg, 0.13 mmol) and acetic acid (4 mg, 0.067 mmol) in that order, followed by stirring for 30 minutes at room temperature. Saturated aqueous solution of sodium hydrogencarbonate was added to the reaction mixture, extraction was performed with ethyl acetate, and the organic layer w...